This data is from the Open Reaction Database (ORD), a public repository of structured organic reaction records. The task is: describe an organic reaction: reactants, conditions, products, and yield Reactants: C(C)(C)(C)OC(=O)N(C[C@@H](C)NC(OCC1=CC=CC=C1)=O)C[C@H](C1=CC=CC=C1)O ((R)-benzyl 1-[tert-butoxycarbonyl{(S)-2-hydroxy-2-phenylethyl}amino]propan-2-ylcarbamate), [H][H] (hydrogen). The reagents and catalysts are [OH-].[Pd+2].[OH-].[C] (palladium hydroxide carbon). Run in CO (methanol). Product: N[C@@H](CN(C(OC(C)(C)C)=O)C[C@H](C1=CC=CC=C1)O)C (tert-butyl (R)-2-aminopropyl{(S)-2-hydroxy-2-phenylethyl}carbamate). Yield: 95.0%. RXN SMILES: [C:1]([O:5][C:6]([N:8]([CH2:23][C@@H:24]([OH:31])[C:25]1[CH:30]=[CH:29][CH:28]=[CH:27][CH:26]=1)[CH2:9][C@H:10]([NH:12]C(=O)OCC1C=CC=CC=1)[CH3:11])=[O:7])([CH3:4])([CH3:3])[CH3:2].[H][H]>CO.[OH-].[Pd+2].[OH-].[C]>[NH2:12][C@H:10]([CH3:11])[CH2:9][N:8]([CH2:23][C@@H:24]([OH:31])[C:25]1[CH:30]=[CH:29][CH:28]=[CH:27][CH:26]=1)[C:6](=[O:7])[O:5][C:1]([CH3:4])([CH3:3])[CH3:2] |f:3.4.5.6|. Procedure: 2.85 g of (R)-benzyl 1-[tert-butoxycarbonyl{(S)-2-hydroxy-2-phenylethyl}amino]propan-2-ylcarbamate was dissolved in 40 mL of methanol. To the solution, 1.42 g of 20% palladium hydroxide-carbon was added, and the mixture was vigorously stirred at room temperature for 14 hours in a hydrogen gas atmosphere. The reaction solution was filtered through celite, and the filtrate was concentrated under reduced pressure. The obtained crude product was purified by silica gel column chromatography (dichloro...